Task: describe an organic reaction: reactants, conditions, products, and yield. Dataset: the Open Reaction Database (ORD), a public repository of structured organic reaction records Starting materials: C(=O)(O)[C@H]([C@H]([O-])C(=O)O)[O-].FC1=CC=C(C=C1)N[C@H](C(=O)O[C@H]1CN2CCC1CC2)C2=CC=CC=C2 ((S)—((R)-quinuclidin-3-yl) 2-(4-fluorophenylamino)-2-phenylacetate (1S,2S)-1,2-dicarboxyethane-1,2-bis(olate)). The solvent is CCOC(=O)C (EtOAc). Yields the product FC1=CC=C(C=C1)N[C@H](C(=O)O[C@H]1CN2CCC1CC2)C2=CC=CC=C2 ((S)—((R)-quinuclidin-3-yl) 2-(4-fluorophenylamino)-2-phenylacetate). The yield is 48.6%. Reaction SMILES: C([C@@H]([O-])[C@@H](C(O)=O)[O-])(O)=O.[F:11][C:12]1[CH:17]=[CH:16][C:15]([NH:18][C@@H:19]([C:31]2[CH:36]=[CH:35][CH:34]=[CH:33][CH:32]=2)[C:20]([O:22][C@@H:23]2[CH:28]3[CH2:29][CH2:30][N:25]([CH2:26][CH2:27]3)[CH2:24]2)=[O:21])=[CH:14][CH:13]=1>CCOC(C)=O>[F:11][C:12]1[CH:17]=[CH:16][C:15]([NH:18][C@@H:19]([C:31]2[CH:32]=[CH:33][CH:34]=[CH:35][CH:36]=2)[C:20]([O:22][C@@H:23]2[CH:28]3[CH2:29][CH2:30][N:25]([CH2:26][CH2:27]3)[CH2:24]2)=[O:21])=[CH:14][CH:13]=1 |f:0.1|. Procedure: (S)—((R)-quinuclidin-3-yl) 2-(4-fluorophenylamino)-2-phenylacetate (1S,2S)-1,2-dicarboxyethane-1,2-bis(olate) (diastereomer 2 of 18) (150 mg, 0.35 mmol) was dissolved in EtOAc (50 ml) and washed with a satured Na2CO3 solution (25 ml). The organic phase was dried over Na2SO4, and the solvent was removed in vacuo giving (S)—((R)-quinuclidin-3-yl) 2-(4-fluorophenylamino)-2-phenylacetate (60.0 mg, 0.17 mmol). This compound was dissolved in acetonitrile (2.5 ml), and 2-bromo-1-(4-hydroxyphenyl)-ethan... The reactants are CNC(=S)[S-], CN(C)C=O, CON=C(C(=O)NC1(CO)CON(C2(C(=O)OC(c3ccccc3)c3ccccc3)CCC(=O)O2)C1=O)c1csc(NC(=O)CCl)n1, [Na+], O. Yields the product CON=C(C(=O)NC1(CO)CON(C2(C(=O)OC(c3ccccc3)c3ccccc3)CCC(=O)O2)C1=O)c1csc(N)n1. RXN SMILES: [CH3:48][NH:49][C:50](=[S:51])[S-:52].[CH3:55][N:56]([CH3:57])[CH:58]=[O:59].[Cl:1][CH2:2][C:3](=[O:4])[NH:5][c:6]1[s:7][cH:8][c:9]([C:11]([C:12](=[O:13])[NH:14][C:15]2([CH2:43][OH:44])[C:16](=[O:42])[N:17]([C:20]3([C:26](=[O:27])[O:28][CH:29]([c:30]4[cH:31][cH:32][cH:33][cH:34][cH:35]4)[c:36]4[cH:37][cH:38][cH:39][cH:40][cH:41]4)[O:21][C:22](=[O:25])[CH2:23][CH2:24]3)[O:18][CH2:19]2)=[N:45][O:46][CH3:47])[n:10]1.[Na+:53].[OH2:54]>>[NH2:5][c:6]1[s:7][cH:8][c:9]([C:11]([C:12](=[O:13])[NH:14][C:15]2([CH2:43][OH:44])[C:16](=[O:42])[N:17]([C:20]3([C:26](=[O:27])[O:28][CH:29]([c:30]4[cH:31][cH:32][cH:33][cH:34][cH:35]4)[c:36]4[cH:37][cH:38][cH:39][cH:40][cH:41]4)[O:21][C:22](=[O:25])[CH2:23][CH2:24]3)[O:18][CH2:19]2)=[N:45][O:46][CH3:47])[n:10]1. Reactants: O=S(=O)(Cl)c1ccccc1, COc1cc(C(=O)C=Cc2c[nH]c3ccccc23)cc(OC)c1OC. Product: COc1cc(C(=O)C=Cc2cn(S(=O)(=O)c3ccccc3)c3ccccc23)cc(OC)c1OC. RXN SMILES: [c:26]1([S:32](=[O:33])(=[O:34])[Cl:35])[cH:27][cH:28][cH:29][cH:30][cH:31]1.[nH:1]1[cH:2][c:3]([CH:10]=[CH:11][C:12](=[O:13])[c:14]2[cH:15][c:16]([O:24][CH3:25])[c:17]([O:22][CH3:23])[c:18]([O:20][CH3:21])[cH:19]2)[c:4]2[cH:5][cH:6][cH:7][cH:8][c:9]12>>[n:1]1([S:32]([c:26]2[cH:27][cH:28][cH:29][cH:30][cH:31]2)(=[O:33])=[O:34])[cH:2][c:3]([CH:10]=[CH:11][C:12](=[O:13])[c:14]2[cH:15][c:16]([O:24][CH3:25])[c:17]([O:22][CH3:23])[c:18]([O:20][CH3:21])[cH:19]2)[c:4]2[cH:5][cH:6][cH:7][cH:8][c:9]12.